From a dataset of the Open Reaction Database (ORD), a public repository of structured organic reaction records. describe an organic reaction: reactants, conditions, products, and yield Starting materials: CCOC(=O)c1nc2c(=O)[nH]c3cc(C(F)(F)F)ccc3n2c1CNc1ccc2c(c1)OCO2, CO, [K+], [K], [OH-]. Yields the product O=C(O)c1nc2c(=O)[nH]c3cc(C(F)(F)F)ccc3n2c1CNc1ccc2c(c1)OCO2. RXN SMILES: [CH2:1]([CH3:2])[O:3][C:4](=[O:5])[c:6]1[n:7][c:8]2[n:9]([c:10]3[cH:11][cH:12][c:13]([C:19]([F:20])([F:21])[F:22])[cH:14][c:15]3[nH:16][c:17]2=[O:18])[c:23]1[CH2:24][NH:25][c:26]1[cH:27][c:28]2[c:29]([cH:30][cH:31]1)[O:32][CH2:33][O:34]2.[CH3:38][OH:39].[K+:37].[K:35].[OH-:36]>>[O:3]=[C:4]([OH:5])[c:6]1[n:7][c:8]2[n:9]([c:10]3[cH:11][cH:12][c:13]([C:19]([F:20])([F:21])[F:22])[cH:14][c:15]3[nH:16][c:17]2=[O:18])[c:23]1[CH2:24][NH:25][c:26]1[cH:27][c:28]2[c:29]([cH:30][cH:31]1)[O:32][CH2:33][O:34]2. The reactants are CO, Cl, CC(C)(C)OC(=O)N1CCc2sc(C(=O)N3CCC4(CC3)CCN(c3ccncc3)CC4)cc2C1. Product: Cl, O=C(c1cc2c(s1)CCNC2)N1CCC2(CC1)CCN(c1ccncc1)CC2. Reaction SMILES: [CH3:37][OH:38].[ClH:1].[n:2]1[cH:3][cH:4][c:5]([N:8]2[CH2:9][CH2:10][C:11]3([CH2:12][CH2:13][N:14]([C:17](=[O:18])[c:19]4[cH:20][c:21]5[c:26]([s:27]4)[CH2:25][CH2:24][N:23]([C:28]([O:29][C:30]([CH3:31])([CH3:32])[CH3:33])=[O:34])[CH2:22]5)[CH2:15][CH2:16]3)[CH2:35][CH2:36]2)[cH:6][cH:7]1>>[ClH:1].[n:2]1[cH:3][cH:4][c:5]([N:8]2[CH2:9][CH2:10][C:11]3([CH2:12][CH2:13][N:14]([C:17](=[O:18])[c:19]4[cH:20][c:21]5[c:26]([s:27]4)[CH2:25][CH2:24][NH:23][CH2:22]5)[CH2:15][CH2:16]3)[CH2:35][CH2:36]2)[cH:6][cH:7]1. Starting materials: CC(=O)OC(C)=O, CC(C)(O)C1CCC(CO)CC1. Product: CC(=O)OCC1CCC(C(C)(C)O)CC1. As a reaction SMILES: [CH3:13][C:14](=[O:15])[O:16][C:17](=[O:18])[CH3:19].[OH:1][CH2:2][CH:3]1[CH2:4][CH2:5][CH:6]([C:9]([CH3:10])([CH3:11])[OH:12])[CH2:7][CH2:8]1>>[O:1]([CH2:2][CH:3]1[CH2:4][CH2:5][CH:6]([C:9]([CH3:10])([CH3:11])[OH:12])[CH2:7][CH2:8]1)[C:14]([CH3:13])=[O:15]. Starting materials: ClC1=NC=CC(=N1)C1=C(N=C(S1)C1CCOCC1)C=1C(=C(C=CC1)NS(=O)(=O)C1=C(C=CC(=C1)F)F)F (N-{3-[5-(2-chloro-4-pyrimidinyl)-2-(tetrahydro-2H-pyran-4-yl)-1,3-thiazol-4-yl]-2-fluorophenyl}-2,5-difluorobenzenesulfonamide), C(=O)[O-].[NH4+] (ammonium formate). Yield: 63.0%. Reaction SMILES: Cl[C:2]1[N:7]=[C:6]([C:8]2[S:12][C:11]([CH:13]3[CH2:18][CH2:17][O:16][CH2:15][CH2:14]3)=[N:10][C:9]=2[C:19]2[C:20]([F:37])=[C:21]([NH:25][S:26]([C:29]3[CH:34]=[C:33]([F:35])[CH:32]=[CH:31][C:30]=3[F:36])(=[O:28])=[O:27])[CH:22]=[CH:23][CH:24]=2)[CH:5]=[CH:4][N:3]=1.C([O-])=O.[NH4+]>>[F:36][C:30]1[CH:31]=[CH:32][C:33]([F:35])=[CH:34][C:29]=1[S:26]([NH:25][C:21]1[CH:22]=[CH:23][CH:24]=[C:19]([C:9]2[N:10]=[C:11]([CH:13]3[CH2:14][CH2:15][O:16][CH2:17][CH2:18]3)[S:12][C:8]=2[C:6]2[CH:5]=[CH:4][N:3]=[CH:2][N:7]=2)[C:20]=1[F:37])(=[O:27])=[O:28] |f:1.2|. Yields the product FC1=C(C=C(C=C1)F)S(=O)(=O)NC1=C(C(=CC=C1)C=1N=C(SC1C1=NC=NC=C1)C1CCOCC1)F (2,5-difluoro-N-{2-fluoro-3-[5-(4-pyrimidinyl)-2-(tetrahydro-2H-pyran-4-yl)-1,3-thiazol-4-yl]phenyl}benzenesulfonamide), solid. Reported procedure: Following a procedure analogous to the procedure described in Example 26 using N-{3-[5-(2-chloro-4-pyrimidinyl)-2-(tetrahydro-2H-pyran-4-yl)-1,3-thiazol-4-yl]-2-fluorophenyl}-2,5-difluorobenzenesulfonamide (150 mg, 0.265 mmol) and ammonium formate (89 mg, 2.65 mmol), the title compound was obtained as a light yellow solid (89 mg, 63% yield). MS (ESI): 533.1 [M+H]+.